Dataset: the Open Reaction Database (ORD), a public repository of structured organic reaction records. Task: describe an organic reaction: reactants, conditions, products, and yield Reactants: BrC=1C=C(N)C=C(C1)C(F)(F)F (3-bromo-5-(trifluoromethyl)aniline), CC1=C(C=CC=C1)P(C1=CC(=CC=C1)C)C1=C(C=CC=C1)C (bis(2-methylphenyl)(3-methylphenyl)phosphine), TEA, C(=C)N1C(C2=CC=CC=C2C1=O)=O (2-vinyl-1H-isoindole-1,3(2H)-dione). The reagents and catalysts are CC(=O)[O-].CC(=O)[O-].[Pd+2] (Pd(OAc)2). The solvent is C(C)#N (ACN). Run at time 1 hour. The product is NC=1C=C(C=C(C1)C(F)(F)F)/C=C/N1C(C2=CC=CC=C2C1=O)=O (2-{(E)-2-[3-amino-5-(trifluoromethyl)phenyl]vinyl}-1H-isoindole-1,3(2H)-dione). The yield is 65.0%. As a reaction SMILES: Br[C:2]1[CH:3]=[C:4]([CH:6]=[C:7]([C:9]([F:12])([F:11])[F:10])[CH:8]=1)[NH2:5].CC1C=CC=CC=1P(C1C=CC=CC=1C)C1C=CC=C(C)C=1.[CH:35]([N:37]1[C:45](=[O:46])[C:44]2[C:39](=[CH:40][CH:41]=[CH:42][CH:43]=2)[C:38]1=[O:47])=[CH2:36]>CC([O-])=O.CC([O-])=O.[Pd+2].C(#N)C>[NH2:5][C:4]1[CH:3]=[C:2](/[CH:36]=[CH:35]/[N:37]2[C:38](=[O:47])[C:39]3[C:44](=[CH:43][CH:42]=[CH:41][CH:40]=3)[C:45]2=[O:46])[CH:8]=[C:7]([C:9]([F:12])([F:11])[F:10])[CH:6]=1 |f:3.4.5|. Reported procedure: To a degassed solution of 3-bromo-5-(trifluoromethyl)aniline (1.00 g, 4.17 mmol) and ACN (40 mL) was added Pd(OAc)2 (0.46 g, 0.20 mmol), bis(2-methylphenyl)(3-methylphenyl)phosphine (0.13 g, 0.40 mmol), and TEA (1.15 mL, 8.25 mmol). After stirring for 1 h, 2-vinyl-1H-isoindole-1,3(2H)-dione (0.72 g, 4.17 mmol) was added. The solution was heated at reflux for 20 h and then allowed to cool to rt and filtered through Celite. The filtrate was washed with water and brine. The organic layer was dried ...